Dataset: the Open Reaction Database (ORD), a public repository of structured organic reaction records. Task: describe an organic reaction: reactants, conditions, products, and yield Reactants: N1(CCCCC1)CC1=CC(=NC=C1)OC\C=C/CN (4-(4-piperidinomethyl-2-pyridyloxy)-cis-2-butenylamine), ClCCCC(=O)Cl (4-chlorobutyryl chloride). Yields the product N1(CCCCC1)CC1=CC(=NC=C1)OC\C=C/CNC(CCCCl)=O (N-[4-(4-Piperidinomethyl-2-pyridyloxy)-cis-2-butenyl]-4-chlorobutyramide). The yield is 73.0%. RXN SMILES: [N:1]1([CH2:7][C:8]2[CH:13]=[CH:12][N:11]=[C:10]([O:14][CH2:15]/[CH:16]=[CH:17]\[CH2:18][NH2:19])[CH:9]=2)[CH2:6][CH2:5][CH2:4][CH2:3][CH2:2]1.[Cl:20][CH2:21][CH2:22][CH2:23][C:24](Cl)=[O:25]>>[N:1]1([CH2:7][C:8]2[CH:13]=[CH:12][N:11]=[C:10]([O:14][CH2:15]/[CH:16]=[CH:17]\[CH2:18][NH:19][C:24](=[O:25])[CH2:23][CH2:22][CH2:21][Cl:20])[CH:9]=2)[CH2:6][CH2:5][CH2:4][CH2:3][CH2:2]1. Procedure details: Following a procedure similar to that described in Preparation 1, but using 4-(4-piperidinomethyl-2-pyridyloxy)-cis-2-butenylamine and 4-chlorobutyryl chloride as starting materials, in relative proportions similar to those used in that Preparation, the title compound was obtained at a yield of 73%. The reactants are ClC=1C(=NC=C(C1)Cl)N1N=C(C=C1C(=O)O)C (1-(3,5-dichloropyridin-2-yl)-3-methyl-1H-pyrazole-5-carboxylic acid), ClCCl (dichloromethane), C(C(=O)Cl)(=O)Cl (oxalyl dichloride). Solvent: CN(C=O)C (N,N-dimethyl formamide). Run at time 8 hour. Product: ClC=1C(=NC=C(C1)Cl)N1N=C(C=C1C(=O)Cl)C (1-(3,5-dichloropyridin-2-yl)-3-methyl-1H-pyrazole-5-carbonyl chloride). The yield is 100.0%. Reaction SMILES: [Cl:1][C:2]1[C:3]([N:9]2[C:13]([C:14](O)=[O:15])=[CH:12][C:11]([CH3:17])=[N:10]2)=[N:4][CH:5]=[C:6]([Cl:8])[CH:7]=1.[Cl:18]CCl.C(Cl)(=O)C(Cl)=O>CN(C)C=O>[Cl:1][C:2]1[C:3]([N:9]2[C:13]([C:14]([Cl:18])=[O:15])=[CH:12][C:11]([CH3:17])=[N:10]2)=[N:4][CH:5]=[C:6]([Cl:8])[CH:7]=1. Procedure details: To a 100 mL flask, 1-(3,5-dichloropyridin-2-yl)-3-methyl-1H-pyrazole-5-carboxylic acid (0.37 g, 1.38 mmol), dichloromethane (10 mL) and oxalyl dichloride (0.35 g, 2.20 mmol) were added. After a drop of N,N-dimethyl formamide was added, a large number of gas was released. After being stirred for overnight at room temperature, the reaction mixture was concentrated under reduced pressure. Then 10 mL toluene was added, and the mixture was concentrated again under reduced pressure to give the product... Starting materials: OC=1C(NN=C(C1)CCC1=CC=CC=C1)=O (4-hydroxy-6-(2-phenylethyl)pyridazin-3(2H)-one), C(C1=CC=CC=C1)OC=1N=NC(=CC1OCC1=CC=CC=C1)C(=C)C1=CC=CC=C1 (3,4-bis(benzyloxy)-6-(1-phenylethenyl)pyridazine), C(C1=CC=CC=C1)OC=1N=NC(=CC1OCC1=CC=CC=C1)C(=C)C1=CC=CC=C1 (3,4-bis(benzyloxy)-6-(1-phenylethenyl)pyridazine). Solvent: C(C)(=O)OCC (ethyl acetate). Product: heptanes, C1(=CC=CC=C1)C(C)C=1C=C(C(NN1)=O)O (6-(1-Phenylethyl)-4-hydroxypyridazin-3(2H)-one). Isolated yield 32.0%. Reaction SMILES: OC1C(=O)NN=C(CCC2C=CC=CC=2)C=1.C([O:24][C:25]1[N:26]=[N:27][C:28]([C:39]([C:41]2[CH:46]=[CH:45][CH:44]=[CH:43][CH:42]=2)=[CH2:40])=[CH:29][C:30]=1[O:31]CC1C=CC=CC=1)C1C=CC=CC=1>C(OCC)(=O)C>[C:41]1([CH:39]([C:28]2[CH:29]=[C:30]([OH:31])[C:25](=[O:24])[NH:26][N:27]=2)[CH3:40])[CH:46]=[CH:45][CH:44]=[CH:43][CH:42]=1. Procedure details: Prepared by the same method as for 4-hydroxy-6-(2-phenylethyl)pyridazin-3(2H)-one (Example 1) from 3,4-bis(benzyloxy)-6-(1-phenylethenyl)pyridazine (Intermediate 25) except that upon completion of the reaction the resulting mixture was filtered through Celite washing with ethanol and then concentrated in vacuo to afford an orange solid. This was purified initially by eluting on a reverse phase C18 chromatography column (0-60% methanol in water with an acidic modifier) and upon combining and conc... Starting materials: O=CO, CN1CCc2c(Cl)ccc(C#N)c2CC1, [Ni]. Yields the product CN1CCc2c(Cl)ccc(C=O)c2CC1. Reaction SMILES: [CH:16](=[O:17])[OH:18].[Cl:1][c:2]1[cH:3][cH:4][c:5]([C:14]#[N:15])[c:6]2[c:7]1[CH2:8][CH2:9][N:10]([CH3:13])[CH2:11][CH2:12]2.[Ni:19]>>[Cl:1][c:2]1[cH:3][cH:4][c:5]([CH:14]=[O:17])[c:6]2[c:7]1[CH2:8][CH2:9][N:10]([CH3:13])[CH2:11][CH2:12]2. The reactants are O1CCOC2=C1C=CC(=C2)C=2C=C(C(=O)O)C=C(C2)OCCCCCCC2=C(C(=CC=C2)OCCCC(=O)OCC)CCC(=O)OCC (3-(2,3-dihydro-benzo[1,4]dioxin-6-yl)-5-{6-[2-(2-ethoxycarbonyl-ethyl)-3-(3-ethoxycarbonyl-propoxy)-phenyl]-hexyloxy}-benzoic acid), C(C)(C)N (isopropylamine). Yields the product C(=O)(O)CCC1=C(OCCCC(=O)O)C=CC=C1CCCCCCOC1=CC(=CC(=C1)C(NC(C)C)=O)C1=CC2=C(OCCO2)C=C1 (4-(2-(2-Carboxy-ethyl)-3-{6-[3-(2,3-dihydro-benzo[1,4]dioxin-6-yl)-5-isopropylcarbamoyl-phenoxy]-hexyl}-phenoxy)-butyric acid). Reaction SMILES: [O:1]1[C:6]2[CH:7]=[CH:8][C:9]([C:11]3[CH:12]=[C:13]([CH:17]=[C:18]([O:20][CH2:21][CH2:22][CH2:23][CH2:24][CH2:25][CH2:26][C:27]4[CH:32]=[CH:31][CH:30]=[C:29]([O:33][CH2:34][CH2:35][CH2:36][C:37]([O:39]CC)=[O:38])[C:28]=4[CH2:42][CH2:43][C:44]([O:46]CC)=[O:45])[CH:19]=3)[C:14](O)=[O:15])=[CH:10][C:5]=2[O:4][CH2:3][CH2:2]1.[CH:49]([NH2:52])([CH3:51])[CH3:50]>>[C:44]([CH2:43][CH2:42][C:28]1[C:27]([CH2:26][CH2:25][CH2:24][CH2:23][CH2:22][CH2:21][O:20][C:18]2[CH:17]=[C:13]([C:14](=[O:15])[NH:52][CH:49]([CH3:51])[CH3:50])[CH:12]=[C:11]([C:9]3[CH:8]=[CH:7][C:6]4[O:1][CH2:2][CH2:3][O:4][C:5]=4[CH:10]=3)[CH:19]=2)=[CH:32][CH:31]=[CH:30][C:29]=1[O:33][CH2:34][CH2:35][CH2:36][C:37]([OH:39])=[O:38])([OH:46])=[O:45]. Procedure details: The title compound was prepared according to the general procedure described in Example 74 starting from 3-(2,3-dihydro-benzo[1,4]dioxin-6-yl)-5-{6-[2-(2-ethoxycarbonyl-ethyl)-3-(3-ethoxycarbonyl-propoxy)-phenyl]-hexyloxy}-benzoic acid and isopropylamine. Starting materials: BrC1=C(SC=C1)C(F)(F)F (3-bromo-2-(trifluoromethyl)thiophene), C(C)(C)[N-]C(C)C.[Li+] (lithium diisopropylamide), C=O (paraformaldehyde), resultant mixture, Cl (hydrochloric acid), resultant mixture, resultant mixture. Run in O1CCCC1 (tetrahydrofuran), C(C)(=O)OCC (ethyl acetate). Reaction conditions: temperature -10 celsius, time 1 hour. Yields the product BrC=1C=C(SC1C(F)(F)F)CO ([4-Bromo-5-(trifluoromethyl)thiophen-2-yl]methanol). Yield: 19.5%. RXN SMILES: [Br:1][C:2]1[CH:6]=[CH:5][S:4][C:3]=1[C:7]([F:10])([F:9])[F:8].C([N-]C(C)C)(C)C.[Li+].[CH2:19]=[O:20].Cl>C(OCC)(=O)C.O1CCCC1>[Br:1][C:2]1[CH:6]=[C:5]([CH2:19][OH:20])[S:4][C:3]=1[C:7]([F:10])([F:9])[F:8] |f:1.2|. Reported procedure: To a tetrahydrofuran solution (5.0 mL) of 3-bromo-2-(trifluoromethyl)thiophene (500 μL, 2.08 mmol), lithium diisopropylamide (2.06 mL, 2.29 mmol) was added under nitrogen atmosphere at −40° C., and the resultant mixture was stirred for 30 minutes. To the reaction solution, paraformaldehyde (68.8 mg, 2.29 mmol) was added and the resultant mixture was stirred for 30 minutes, followed by raising the temperature of the mixture to −10° C. The mixture was stirred at −10° C. for 4 hours and at 0° C. fo... Reactants: C(#N)C1=NC(=C(C2=CC=C(C=C12)OC1=CC=CC=C1)O)C(=O)O (1-Cyano-4-hydroxy-7-phenoxyisoquinoline-3-carboxylic acid), C1CCC(CC1)N=C=NC2CCCCC2 (DCC), C=1C=CC2=C(C1)N=NN2O (HOBT), C(C)N1CCOCC1 (N-ethylmorpholine), NC(CCC(=O)OC)(C)C (methyl 4-amino-4-methylpentanoate). Run in C(Cl)Cl (CH2Cl2). Conditions: time 20 hour. The product is C(#N)C1=NC(=C(C2=CC=C(C=C12)OC1=CC=CC=C1)O)C(=O)NC(CCC(=O)OC)(C)C (Methyl 4-(1-cyano-4-hydroxy-7-phenoxyisoquinoline-3-carboxamido)-4-methylpentanoate). Reaction SMILES: [C:1]([C:3]1[C:12]2[C:7](=[CH:8][CH:9]=[C:10]([O:13][C:14]3[CH:19]=[CH:18][CH:17]=[CH:16][CH:15]=3)[CH:11]=2)[C:6]([OH:20])=[C:5]([C:21](O)=[O:22])[N:4]=1)#[N:2].C(N1CCOCC1)C.[NH2:32][C:33]([CH3:41])([CH3:40])[CH2:34][CH2:35][C:36]([O:38][CH3:39])=[O:37].C1CCC(N=C=NC2CCCCC2)CC1.C1C=CC2N(O)N=NC=2C=1>C(Cl)Cl>[C:1]([C:3]1[C:12]2[C:7](=[CH:8][CH:9]=[C:10]([O:13][C:14]3[CH:19]=[CH:18][CH:17]=[CH:16][CH:15]=3)[CH:11]=2)[C:6]([OH:20])=[C:5]([C:21]([NH:32][C:33]([CH3:41])([CH3:40])[CH2:34][CH2:35][C:36]([O:38][CH3:39])=[O:37])=[O:22])[N:4]=1)#[N:2]. Procedure: 1-Cyano-4-hydroxy-7-phenoxyisoquinoline-3-carboxylic acid (47 mg, 0.15 mmol), N-ethylmorpholine (27 μL, 0.21 mmol), methyl 4-amino-4-methylpentanoate (crude as its acetic acid salt, 41 mg, 0.20 mmol), DCC (41 mg, 0.20 mmol) and HOBT (56 mg, 0.41 mmol) were suspended in CH2Cl2 (1 mL). The resulting mixture was stirred at room temperature for 20 hours. The reaction crude was filtered through a pad of celite and the filtrate was washed with sat'd NaHCO3 solution and H2O. The organic layer was dried... Starting materials: C1CCOC1, COCCl, CC(C)[N-]C(C)C, [Cl-], [Li+], [NH4+], O=C1CCC2COC(c3ccccc3)N12. The product is COCC1CC2COC(c3ccccc3)N2C1=O. Reaction SMILES: [CH2:30]1[O:31][CH2:32][CH2:33][CH2:34]1.[CH3:24][O:25][CH2:26][Cl:27].[CH:1]([N-:2][CH:3]([CH3:4])[CH3:5])([CH3:6])[CH3:7].[Cl-:28].[Li+:8].[NH4+:29].[c:9]1([CH:15]2[N:16]3[C:17](=[O:23])[CH2:18][CH2:19][CH:20]3[CH2:21][O:22]2)[cH:10][cH:11][cH:12][cH:13][cH:14]1>>[c:9]1([CH:15]2[N:16]3[C:17](=[O:23])[CH:18]([CH2:26][O:25][CH3:24])[CH2:19][CH:20]3[CH2:21][O:22]2)[cH:10][cH:11][cH:12][cH:13][cH:14]1. The reactants are BrC=1C(CCCC1O)=O (2-Bromo-3-hydroxy-cylohex-2-enone), S(=O)(=O)(O)O.NO (hydroxylamine sulfate), C([O-])(O)=O.[Na+] (sodium bicarbonate), C(OC)(OC)OC (trimethyl orthoformate), S(O)(O)(=O)=O (sulfuric acid). The solvent is CO (methanol). Conditions: temperature 40 celsius, time 2.25 hour. Yields the product BrC=1C(CCCC1OC)=NO (2-bromo-3-methoxy-cylohex-2-enone oxime). Yield: 55.0%. RXN SMILES: [Br:1][C:2]1C(=O)[CH2:4][CH2:5][CH2:6][C:7]=1O.[CH:10](OC)(OC)[O:11][CH3:12].S(=O)(=O)(O)O.S(O)(O)(=O)=O.[NH2:27][OH:28].C(=O)(O)[O-].[Na+]>CO>[Br:1][C:2]1[C:7](=[N:27][OH:28])[CH2:6][CH2:5][CH2:4][C:10]=1[O:11][CH3:12] |f:3.4,5.6|. Procedure: 2-Bromo-3-hydroxy-cylohex-2-enone (80.0 g, 420 mmol) is added to a mechanically stirred reactor followed by methanol (300 mL). To the mixture is then added trimethyl orthoformate (186 mL, 1.70 mol, 4 eq) and sulfuric acid (9 mL). The resulting mixture is stirred for 2 h until completion and hydroxylamine sulfate (34.4 g, 210 mmol, 0.5 eq) is added as a solid. The mixture is heated to 40° C. and stirred at that temperature until complete conversion (2-2.5 h). The solution is then cooled to 5° C. ...